Dataset: the Open Reaction Database (ORD), a public repository of structured organic reaction records. Task: describe an organic reaction: reactants, conditions, products, and yield Starting materials: S1C(=NC2=C1C=CC=C2)N(C(=O)C=2C=CC=C1CCN(CC21)C=2SC=C(N2)C(=O)OC(C)(C)C)COCC[Si](C)(C)C (tert-butyl 2-(8-(benzo[d]thiazol-2-yl((2-(trimethylsilyl)ethoxy)methyl)carbamoyl)-3,4-dihydroisoquinolin-2(1H)-yl)thiazole-4-carboxylate), C1CC(=O)N(C1=O)I (NIS). Run in CCOC(=O)C (EtOAc), C(Cl)Cl (DCM). Conditions: time 8 hour. The product is S1C(=NC2=C1C=CC=C2)N(C(=O)C=2C=CC=C1CCN(CC21)C=2SC(=C(N2)C(=O)OC(C)(C)C)I)COCC[Si](C)(C)C (tert-butyl 2-(8-(benzo[d]thiazol-2-yl((2-(trimethylsilyl)ethoxy)methyl)carbamoyl)-3,4-dihydroisoquinolin-2(1H)-yl)-5-iodothiazole-4-carboxylate). Isolated yield 98.4%. Reaction SMILES: [S:1]1[C:5]2[CH:6]=[CH:7][CH:8]=[CH:9][C:4]=2[N:3]=[C:2]1[N:10]([CH2:35][O:36][CH2:37][CH2:38][Si:39]([CH3:42])([CH3:41])[CH3:40])[C:11]([C:13]1[CH:14]=[CH:15][CH:16]=[C:17]2[C:22]=1[CH2:21][N:20]([C:23]1[S:24][CH:25]=[C:26]([C:28]([O:30][C:31]([CH3:34])([CH3:33])[CH3:32])=[O:29])[N:27]=1)[CH2:19][CH2:18]2)=[O:12].C1C(=O)N([I:50])C(=O)C1>C(Cl)Cl.CCOC(C)=O>[S:1]1[C:5]2[CH:6]=[CH:7][CH:8]=[CH:9][C:4]=2[N:3]=[C:2]1[N:10]([CH2:35][O:36][CH2:37][CH2:38][Si:39]([CH3:42])([CH3:41])[CH3:40])[C:11]([C:13]1[CH:14]=[CH:15][CH:16]=[C:17]2[C:22]=1[CH2:21][N:20]([C:23]1[S:24][C:25]([I:50])=[C:26]([C:28]([O:30][C:31]([CH3:34])([CH3:33])[CH3:32])=[O:29])[N:27]=1)[CH2:19][CH2:18]2)=[O:12]. Procedure: To a solution of tert-butyl 2-(8-(benzo[d]thiazol-2-yl((2-(trimethylsilyl)ethoxy)methyl)carbamoyl)-3,4-dihydroisoquinolin-2(1H)-yl)thiazole-4-carboxylate (38B) (2.2 g, 3.53 mmol) in DCM (30 mL) was added NIS (0.795 g, 3.53 mmol). The mixture was stirred at r.t. overnight. The mixture was then diluted with EtOAc (300 mL) and washed with water, brine, dried over Na2SO4, and concentrated under reduced pressure. The crude material was purified by column chromatography on silica gel eluting with 5% E... Reactants: CCOC(=O)C(Nc1ccc(C#N)cc1)c1cc(OCC)cc(O)c1F, CN1CCCC(O)C1. Yields the product CCOC(=O)C(Nc1ccc(C#N)cc1)c1cc(OCC)cc(OC2CCCN(C)C2)c1F. RXN SMILES: [CH2:1]([CH3:2])[O:3][C:4]([CH:5]([c:6]1[c:7]([F:16])[c:8]([OH:15])[cH:9][c:10]([O:12][CH2:13][CH3:14])[cH:11]1)[NH:17][c:18]1[cH:19][cH:20][c:21]([C:24]#[N:25])[cH:22][cH:23]1)=[O:26].[OH:27][CH:28]1[CH2:29][N:30]([CH3:34])[CH2:31][CH2:32][CH2:33]1>>[CH2:1]([CH3:2])[O:3][C:4]([CH:5]([c:6]1[c:7]([F:16])[c:8]([O:15][CH:28]2[CH2:29][N:30]([CH3:34])[CH2:31][CH2:32][CH2:33]2)[cH:9][c:10]([O:12][CH2:13][CH3:14])[cH:11]1)[NH:17][c:18]1[cH:19][cH:20][c:21]([C:24]#[N:25])[cH:22][cH:23]1)=[O:26]. Reactants: CCC[C@@H](C(=O)OCC)N[C@@H](C)C(=O)N1[C@H]2CCCC[C@H]2C[C@H]1C(=O)O (Perindopril), C(C)(C)(C)N (tertiary-butylamine), ( b ), C(C)(=O)OCC (ethyl acetate). Solvent: COC(C)(C)OC (2,2-dimethoxypropane). Product: CCC[C@@H](C(=O)OCC)N[C@@H](C)C(=O)N1[C@H]2CCCC[C@H]2C[C@H]1C(=O)O.CC(C)(C)N (perindopril erbumine). As a reaction SMILES: [CH3:1][CH2:2][CH2:3][C@H:4]([NH:10][C@H:11]([C:13]([N:15]1[C@H:23]([C:24]([OH:26])=[O:25])[CH2:22][C@H:21]2[C@@H:16]1[CH2:17][CH2:18][CH2:19][CH2:20]2)=[O:14])[CH3:12])[C:5]([O:7][CH2:8][CH3:9])=[O:6].C(OCC)(=O)C.[C:33]([NH2:37])([CH3:36])([CH3:35])[CH3:34]>COC(OC)(C)C>[CH3:1][CH2:2][CH2:3][C@H:4]([NH:10][C@H:11]([C:13]([N:15]1[C@H:23]([C:24]([OH:26])=[O:25])[CH2:22][C@H:21]2[C@@H:16]1[CH2:17][CH2:18][CH2:19][CH2:20]2)=[O:14])[CH3:12])[C:5]([O:7][CH2:8][CH3:9])=[O:6].[CH3:34][C:33]([NH2:37])([CH3:36])[CH3:35] |f:4.5|. Reported procedure: Perindopril (I) prepared exactly as per the method described in our pending PCT Application No. PCT/IN03/00042, dated Feb. 28, 2003 and as per the chemistry summarized in Scheme-II and as mentioned hereinbefore in Section 1 (b) was suspended in 2,2-dimethoxypropane (instead of ethyl acetate) to which was gradually tertiary-butylamine. The mixture was heated to reflux till a clear solution was obtained and filtered hot to remove any suspended particles. Thereafter, the solution was cooled to 20° ... The reactants are P(=O)(Cl)(Cl)Cl (phosphorous oxychloride), C(CC)N(C1CCC=2C(=CC=C3C=CNC23)C1)CCC (di-n-propyl-(6,7,8,9-tetrahydro-1H-benzo[g]indol-7yl)amine), 3a, ice, CN(C=O)C (dimethyl formamide). Reaction conditions: temperature 50 celsius, time 10 minute. Yields the product C(CC)N(C1CCC=2C(=CC=C3C(=CNC23)C=O)C1)CCC (7-Di-n-propylamino-6,7,8,9-tetrahydro-1H-benzo[g]indole-3-carbaldehyde). Yield: 82.0%. RXN SMILES: [CH2:1]([N:4]([CH2:18][CH2:19][CH3:20])[CH:5]1[CH2:17][C:9]2=[CH:10][CH:11]=[C:12]3[C:16]([NH:15][CH:14]=[CH:13]3)=[C:8]2[CH2:7][CH2:6]1)[CH2:2][CH3:3].P(Cl)(Cl)(Cl)=O.CN(C)[CH:28]=[O:29]>>[CH2:18]([N:4]([CH2:1][CH2:2][CH3:3])[CH:5]1[CH2:17][C:9]2=[CH:10][CH:11]=[C:12]3[C:16]([NH:15][CH:14]=[C:13]3[CH:28]=[O:29])=[C:8]2[CH2:7][CH2:6]1)[CH2:19][CH3:20]. Procedure: A solution of di-n-propyl-(6,7,8,9-tetrahydro-1H-benzo[g]indol-7yl)amine, (3a, Chart 1)(0.90 g, 3.33 mmol) in dimethyl formamide (10 mL) was added dropwise to an ice-cooled solution of phosphorous oxychloride (1.2 ml, 0.73 g, 4.8 mmol) under an inert atmosphere. The solution was stirred for 10 minutes and was then heated to 50° C. After stirring for 3 hours, the solution was allowed to reach ambient temperature, stirred overnight and was then poured on ice. After basification, the mixture was he... Reactants: C(C)(=O)C(CCC#N)C(C)=O (4,4-diacetylbutyronitrile), [H][H] (hydrogen). The reagents and catalysts are [Ni] (Raney nickel). Run in C(C)O (ethyl alcohol). Yields the product C(C)(=O)C1=C(NCCC1)C (3-acetyl-2-methyl-1,4,5,6-tetrahydropyridine). RXN SMILES: [C:1]([CH:4]([C:9](=O)[CH3:10])[CH2:5][CH2:6][C:7]#[N:8])(=[O:3])[CH3:2].[H][H]>C(O)C.[Ni]>[C:1]([C:4]1[CH2:5][CH2:6][CH2:7][NH:8][C:9]=1[CH3:10])(=[O:3])[CH3:2]. Procedure: A solution of 4,4-diacetylbutyronitrile (15.3 g, 0.1 mole) in ethyl alcohol (50 ml) over Raney nickel (2 g) was hydrogenated at room temperature and three atmospheres pressure. After hydrogen uptake had ceased, the catalyst was filtered off and the filtrate concentrated under reduced pressure to give 3-acetyl-2-methyl-1,4,5,6-tetrahydropyridine.